From a dataset of the Open Reaction Database (ORD), a public repository of structured organic reaction records. describe an organic reaction: reactants, conditions, products, and yield The reactants are C(#N)[BH3-].[Na+] (sodium cyanoborohydride), BrC=1N=C(C(N(C1)C)=O)NC1=CC=C(C=C1)C1CCNCC1 (5-Bromo-1-methyl-3-(4-(piperidin-4-yl)phenylamino)pyrazin-2(1H)-one), O1CC(C1)=O (oxetan-3-one). The reagents and catalysts are [Cl-].[Zn+2].[Cl-] (zinc chloride). The solvent is CO (methanol), CO (methanol). Reaction conditions: temperature 48 celsius. The product is BrC=1N=C(C(N(C1)C)=O)NC1=CC=C(C=C1)C1CCN(CC1)C1COC1 (5-Bromo-1-methyl-3-(4-(1-(oxetan-3-yl)piperidin-4-yl)phenylamino)-pyrazin-2(1H)-one). Isolated yield 59.6%. RXN SMILES: [Br:1][C:2]1[N:3]=[C:4]([NH:10][C:11]2[CH:16]=[CH:15][C:14]([CH:17]3[CH2:22][CH2:21][NH:20][CH2:19][CH2:18]3)=[CH:13][CH:12]=2)[C:5](=[O:9])[N:6]([CH3:8])[CH:7]=1.[O:23]1[CH2:26][C:25](=O)[CH2:24]1.C([BH3-])#N.[Na+]>CO.[Cl-].[Zn+2].[Cl-]>[Br:1][C:2]1[N:3]=[C:4]([NH:10][C:11]2[CH:12]=[CH:13][C:14]([CH:17]3[CH2:22][CH2:21][N:20]([CH:25]4[CH2:26][O:23][CH2:24]4)[CH2:19][CH2:18]3)=[CH:15][CH:16]=2)[C:5](=[O:9])[N:6]([CH3:8])[CH:7]=1 |f:2.3,5.6.7|. Reported procedure: A 100-mL sealed tube with a magnetic stirrer was purged with nitrogen and charged with 214a (390 mg, 1.08 mmol), oxetan-3-one (800 mg, 11 mmol) and methanol (10 mL). A suspension of sodium cyanoborohydride (208 mg, 3.3 mmol) and zinc chloride (225 mg, 1.65 mmol) in methanol (10 mL) was added, and the reaction was heated at 48° C. for 12 hours. After this time, the reaction mixture was concentrated, and the residue was partitioned between ethyl acetate (50 mL) and 10% aqueous potassium carbonate ... Yields the product C1(=CC=CC=C1)C1(C=CC=2C(=NNC2C1)C(=O)O)C1=CC=CC=C1 (6,6-diphenyl-6,7-dihydro-1H-indazole-3-carboxylic acid). Procedure: A solution of 2 g of ethyl 6,6-diphenyl-6,7-dihydro-1H-indazole-3-carboxylate in 20 cm3 of ethanol and 8.7 cm3 of 1N sodium hydroxide solution are heated for 3 hours at a temperature in the region of 70° C. The ethanol is then removed under reduced pressure to give a solution, which is acidified to a pH in the region of 3 by addition of 1N hydrochloric acid. The resulting mixture is filtered to give 1.48 g of 6,6-diphenyl-6,7-dihydro-1H-indazole-3-carboxylic acid in the form of a white solid, th... Run in C(C)O (ethanol), [OH-].[Na+] (sodium hydroxide). Yield: 80.6%. RXN SMILES: [C:1]1([C:7]2([C:21]3[CH:26]=[CH:25][CH:24]=[CH:23][CH:22]=3)[CH2:15][C:14]3[NH:13][N:12]=[C:11]([C:16]([O:18]CC)=[O:17])[C:10]=3[CH:9]=[CH:8]2)[CH:6]=[CH:5][CH:4]=[CH:3][CH:2]=1.Cl>C(O)C.[OH-].[Na+]>[C:21]1([C:7]2([C:1]3[CH:6]=[CH:5][CH:4]=[CH:3][CH:2]=3)[CH2:15][C:14]3[NH:13][N:12]=[C:11]([C:16]([OH:18])=[O:17])[C:10]=3[CH:9]=[CH:8]2)[CH:22]=[CH:23][CH:24]=[CH:25][CH:26]=1 |f:3.4|. Starting materials: C1(=CC=CC=C1)C1(C=CC=2C(=NNC2C1)C(=O)OCC)C1=CC=CC=C1 (ethyl 6,6-diphenyl-6,7-dihydro-1H-indazole-3-carboxylate), Cl (hydrochloric acid).